This data is from the Open Reaction Database (ORD), a public repository of structured organic reaction records. The task is: describe an organic reaction: reactants, conditions, products, and yield The reactants are C(C)(=O)OC(C)=O (Acetic anhydride), CC1=C(C2=C(S1)C=C1C=CC=CC1=C2C2=CC=C(C=C2)O)C (4-(2,3-dimethyl-naphtho[2,3-b]thiophen-4-yl)-phenol), Cl (HCl). The solvent is N1=CC=CC=C1 (pyridine). The product is CC1=C(C2=C(S1)C=C1C=CC=CC1=C2C2=CC=C(C=C2)OC(C)=O)C (Acetic Acid 4-(2,3-dimethyl-naphtho[2,3-b]thiophen-4-yl)-phenyl ester). Isolated yield 87.4%. RXN SMILES: [C:1]([O:4][C:5](=O)[CH3:6])(=[O:3])[CH3:2].[CH3:8][C:9]1[S:13][C:12]2[CH:14]=[C:15]3[C:20](=[C:21]([C:22]4[CH:27]=CC(O)=[CH:24][CH:23]=4)[C:11]=2[C:10]=1[CH3:29])[CH:19]=[CH:18][CH:17]=[CH:16]3.Cl>N1C=CC=CC=1>[CH3:8][C:9]1[S:13][C:12]2[CH:14]=[C:15]3[C:20](=[C:21]([C:22]4[CH:27]=[CH:6][C:5]([O:4][C:1](=[O:3])[CH3:2])=[CH:24][CH:23]=4)[C:11]=2[C:10]=1[CH3:29])[CH:19]=[CH:18][CH:17]=[CH:16]3. Reported procedure: Acetic anhydride (0.68 mL, 7.20 mmol) was added to a 0° C., stirred solution of 4-(2,3-dimethyl-naphtho[2,3-b]thiophen-4-yl)-phenol (2.0 g, 6.57 mmol) in pyridine (8.6 mL). After 17 h the reaction mixture was added to 5% aqueous HCl and the resulting solid was filtered and washed with 5% aqueous HCl, water and triturated with pet. ether. It was then dried in vacuo to provide the title compound as a white solid (1.99 g, 88%): mp: 147-150° C.; NMR (DMSO-d6); δ8.49 (s, 1H), 7.94 (d, J=8 Hz, 1H), 7....